Dataset: the Open Reaction Database (ORD), a public repository of structured organic reaction records. Task: describe an organic reaction: reactants, conditions, products, and yield Reactants: N1=CC=C(C=C1)C1=CC=NC2=CC=C(C=C12)C#N (4-(4-pyridinyl)-6-quinolinecarbonitrile), NC1=C(C=CC=C1)N (1,2-diaminobenzene), polyphosphoric acid, C([O-])(O)=O (bicarbonate). Run at temperature 250 celsius. Yields the product N1C(=NC2=C1C=CC=C2)C=2C=C1C(=CC=NC1=CC2)C2=CC=NC=C2 (6-(1H-benzimidazol-2-yl)-4-(4-pyridinyl)quinoline). Reaction SMILES: [N:1]1[CH:6]=[CH:5][C:4]([C:7]2[C:16]3[C:11](=[CH:12][CH:13]=[C:14]([C:17]#[N:18])[CH:15]=3)[N:10]=[CH:9][CH:8]=2)=[CH:3][CH:2]=1.[NH2:19][C:20]1[CH:25]=[CH:24][CH:23]=[CH:22][C:21]=1N.C(=O)(O)[O-]>>[NH:18]1[C:21]2[CH:22]=[CH:23][CH:24]=[CH:25][C:20]=2[N:19]=[C:17]1[C:14]1[CH:15]=[C:16]2[C:11](=[CH:12][CH:13]=1)[N:10]=[CH:9][CH:8]=[C:7]2[C:4]1[CH:3]=[CH:2][N:1]=[CH:6][CH:5]=1. Procedure: A mixture of 4-(4-pyridinyl)-6-quinolinecarbonitrile, (231 mg, 1 mmol) 1,2-diaminobenzene (108 mg, 1 mmol) and polyphosphoric acid (1.4 g) was heated in the microwave at 250° C. for 1.5 hours. The reaction was poured onto water which was neutralized with bicarbonate. The product was filtered, washed with water, and dried. The product was further purified by dissolving in hot methanol, filtering and cooling to obtain crystals. The yield was 47.7 mg, 30%. MS (ES)+ m/e 323 [M+H]+. Reactants: [Br-], ClCCCBr, CC#N, CNCCC[N+](C)(C)C. Product: [Br-], Br, CN(CCCCl)CCC[N+](C)(C)C. RXN SMILES: [Br-:1].[Br:11][CH2:12][CH2:13][CH2:14][Cl:15].[CH3:16][C:17]#[N:18].[CH3:2][N+:3]([CH2:4][CH2:5][CH2:6][NH:7][CH3:8])([CH3:9])[CH3:10]>>[Br-:1].[BrH:11].[CH3:2][N+:3]([CH2:4][CH2:5][CH2:6][N:7]([CH3:8])[CH2:12][CH2:13][CH2:14][Cl:15])([CH3:9])[CH3:10]. Starting materials: C1COCCN1, COCCOC, COc1cc2c(Nc3cc(O)c(Cl)cc3F)c(C#N)cnc2cc1OCCCCl, [I-], [Na+]. Yields the product COc1cc2c(Nc3cc(O)c(Cl)cc3F)c(C#N)cnc2cc1OCCCN1CCOCC1. Reaction SMILES: [CH2:30]1[CH2:31][O:32][CH2:33][CH2:34][NH:35]1.[CH3:38][O:39][CH2:40][CH2:41][O:42][CH3:43].[Cl:1][c:2]1[cH:3][c:4]([F:29])[c:5]([NH:9][c:10]2[c:11]([C:27]#[N:28])[cH:12][n:13][c:14]3[cH:15][c:16]([O:22][CH2:23][CH2:24][CH2:25][Cl:26])[c:17]([O:20][CH3:21])[cH:18][c:19]23)[cH:6][c:7]1[OH:8].[I-:37].[Na+:36]>>[Cl:1][c:2]1[cH:3][c:4]([F:29])[c:5]([NH:9][c:10]2[c:11]([C:27]#[N:28])[cH:12][n:13][c:14]3[cH:15][c:16]([O:22][CH2:23][CH2:24][CH2:25][N:35]4[CH2:30][CH2:31][O:32][CH2:33][CH2:34]4)[c:17]([O:20][CH3:21])[cH:18][c:19]23)[cH:6][c:7]1[OH:8].